Dataset: the Open Reaction Database (ORD), a public repository of structured organic reaction records. Task: describe an organic reaction: reactants, conditions, products, and yield The reactants are ClC=1C=C(C=C(C1)Cl)S(=O)(=O)N1CC=2N(N=CC2[C@H]1C(=O)N[C@@H](CC1=CC=C(C=C1)NC(C1=C(C=NC=C1Cl)Cl)=O)C(=O)OC)CC ((5-(3,5 -dichlorobenzensulfonyl)-1-ethyl-1,4,5,6-tetrahydropyrrolo[3,4-c]pyrazole-4 (S)-carbonyl]-4-(3′,5′-dichloroisonicotinoyl)amino-(L)-phenylalanine, methyl ester), O[Li].O (LiOH—H2O), Cl (HCl). Run in CO (MeOH), O (water). Conditions: time 2 hour. Yields the product ClC=1C=C(C=C(C1)Cl)S(=O)(=O)N1CC=2N(N=CC2[C@H]1C(=O)N[C@@H](CC1=CC=C(C=C1)NC(C1=C(C=NC=C1Cl)Cl)=O)C(=O)O)CC ((5-(3,5-dichlorobenzensulfonyl)-1 -ethyl-1,4,5,6-tetrahydropyrrolo[3,4-c]pyrazole-4(S)-carbonyl]-4-(3′,5′-dichloroisonicotinoyl)amino-(L)-phenylalanine). As a reaction SMILES: [Cl:1][C:2]1[CH:3]=[C:4]([S:9]([N:12]2[C@H:19]([C:20]([NH:22][C@H:23]([C:42]([O:44]C)=[O:43])[CH2:24][C:25]3[CH:30]=[CH:29][C:28]([NH:31][C:32](=[O:41])[C:33]4[C:38]([Cl:39])=[CH:37][N:36]=[CH:35][C:34]=4[Cl:40])=[CH:27][CH:26]=3)=[O:21])[C:18]3[CH:17]=[N:16][N:15]([CH2:46][CH3:47])[C:14]=3[CH2:13]2)(=[O:11])=[O:10])[CH:5]=[C:6]([Cl:8])[CH:7]=1.O[Li].O.Cl>CO.O>[Cl:8][C:6]1[CH:5]=[C:4]([S:9]([N:12]2[C@H:19]([C:20]([NH:22][C@H:23]([C:42]([OH:44])=[O:43])[CH2:24][C:25]3[CH:30]=[CH:29][C:28]([NH:31][C:32](=[O:41])[C:33]4[C:38]([Cl:39])=[CH:37][N:36]=[CH:35][C:34]=4[Cl:40])=[CH:27][CH:26]=3)=[O:21])[C:18]3[CH:17]=[N:16][N:15]([CH2:46][CH3:47])[C:14]=3[CH2:13]2)(=[O:11])=[O:10])[CH:3]=[C:2]([Cl:1])[CH:7]=1 |f:1.2|. Procedure details: A solution of 47 mg (0.063 mmol) of N-[(5-(3,5 -dichlorobenzensulfonyl)-1-ethyl-1,4,5,6-tetrahydropyrrolo[3,4-c]pyrazole-4 (S)-carbonyl]-4-(3′,5′-dichloroisonicotinoyl)amino-(L)-phenylalanine, methyl ester in 2 mL of MeOH and 0.5 mL of water was treated with 7 mg (0.167 mmol) of LiOH—H2O. After stirring for 2 hr the solution was acidified (pH 2) with 1.2 N HCl and concentrated in vacuo. The residue purified by preparative TLC on silica eluted with 94.5:5:0.5 CH2Cl2:MeOH:HOAc to yield N-[(5-(3,5-...